Dataset: the Open Reaction Database (ORD), a public repository of structured organic reaction records. Task: describe an organic reaction: reactants, conditions, products, and yield Reactants: N1N=CC(=C1)C1=CN(C=2N=CN=C(C21)N[C@@H](C)C2=NN1C(C(N2C2=CC=CC=C2)=O)=C(C=C1)C)COCC[Si](C)(C)C ((S)-2-(1-((5-(1H-Pyrazol-4-yl)-7-((2-(trimethylsilyl)ethoxy)methyl)-7H-pyrrolo[2,3-d]pyrimidin-4-yl)amino)ethyl)-5-methyl-3-phenylpyrrolo[2,1-f][1,2,4]triazin-4(3H)-one), ClCCN(C)C (2-chloro-N,N-dimethylethanamine), C([O-])([O-])=O.[Cs+].[Cs+] (cesium carbonate). Solvent: CN(C)C=O (DMF). Reaction conditions: temperature 75 celsius, time 3.5 hour. Yields the product CN(CCN1N=CC(=C1)C1=CN(C=2N=CN=C(C21)N[C@@H](C)C2=NN1C(C(N2C2=CC=CC=C2)=O)=C(C=C1)C)COCC[Si](C)(C)C)C ((S)-2-(1-((5-(1-(2-(Dimethylamino)ethyl)-1H-pyrazol-4-yl)-7-((2-(trimethylsilyl)ethoxy)methyl)-7H-pyrrolo[2,3-d]pyrimidin-4-yl)amino)ethyl)-5-methyl-3-phenylpyrrolo[2,1-f][1,2,4]triazin-4(3H)-one). Yield: 57.0%. Reaction SMILES: [NH:1]1[CH:5]=[C:4]([C:6]2[C:14]3[C:13]([NH:15][C@H:16]([C:18]4[N:23]([C:24]5[CH:29]=[CH:28][CH:27]=[CH:26][CH:25]=5)[C:22](=[O:30])[C:21]5=[C:31]([CH3:34])[CH:32]=[CH:33][N:20]5[N:19]=4)[CH3:17])=[N:12][CH:11]=[N:10][C:9]=3[N:8]([CH2:35][O:36][CH2:37][CH2:38][Si:39]([CH3:42])([CH3:41])[CH3:40])[CH:7]=2)[CH:3]=[N:2]1.Cl[CH2:44][CH2:45][N:46]([CH3:48])[CH3:47].C(=O)([O-])[O-].[Cs+].[Cs+]>CN(C=O)C>[CH3:47][N:46]([CH3:48])[CH2:45][CH2:44][N:1]1[CH:5]=[C:4]([C:6]2[C:14]3[C:13]([NH:15][C@H:16]([C:18]4[N:23]([C:24]5[CH:25]=[CH:26][CH:27]=[CH:28][CH:29]=5)[C:22](=[O:30])[C:21]5=[C:31]([CH3:34])[CH:32]=[CH:33][N:20]5[N:19]=4)[CH3:17])=[N:12][CH:11]=[N:10][C:9]=3[N:8]([CH2:35][O:36][CH2:37][CH2:38][Si:39]([CH3:40])([CH3:42])[CH3:41])[CH:7]=2)[CH:3]=[N:2]1 |f:2.3.4|. Procedure details: (S)-2-(1-((5-(1H-Pyrazol-4-yl)-7-((2-(trimethylsilyl)ethoxy)methyl)-7H-pyrrolo[2,3-d]pyrimidin-4-yl)amino)ethyl)-5-methyl-3-phenylpyrrolo[2,1-f][1,2,4]triazin-4(3H)-one (43 mg, 0.07 mmol) and 2-chloro-N,N-dimethylethanamine chlorhydrate (43 mg, 0.30 mmol) were dissolved in DMF (3 ml) and cesium carbonate (240 mg, 0.74 mmol) was added. After stirring the mixture at 75° C. for 3.5 h, the solvent was evaporated under reduced pressure and the residue was suspended in water and extracted with dichlor... The reactants are C(CCC)N=C=O (n-butyl isocyanate), N12CCN(CC1)CC2 (1,4-diazabicyclo[2,2,2]-octane), C1(=C(C=CC=C1)S(=O)(=O)N)C1=CC=CC=C1 (2-biphenylylsulfonamide), C(=O)(Cl)Cl (phosgene), C(=O)(Cl)Cl (phosgene), C(=O)(Cl)Cl (phosgene). Solvent: ClC1=CC=CC=C1 (chlorobenzene). Conditions: time 2 hour. The product is C1(=C(C=CC=C1)SN=C=O)C1=CC=CC=C1 (2-biphenylylsulfanylisocyanate). RXN SMILES: [C:1]1([C:11]2[CH:16]=[CH:15][CH:14]=[CH:13][CH:12]=2)[CH:6]=[CH:5][CH:4]=[CH:3][C:2]=1[S:7]([NH2:10])(=O)=O.C(N=[C:22]=[O:23])CCC.N12CCN(CC1)CC2.C(Cl)(Cl)=O>ClC1C=CC=CC=1>[C:1]1([C:11]2[CH:16]=[CH:15][CH:14]=[CH:13][CH:12]=2)[CH:6]=[CH:5][CH:4]=[CH:3][C:2]=1[S:7][N:10]=[C:22]=[O:23]. Procedure: 23.3 g of 2-biphenylylsulfonamide, 10.9. g of n-butyl isocyanate, a catalytic amount of 1,4-diazabicyclo[2,2,2]-octane and 180 ml of chlorobenzene were refluxed with stirring for 2 hours. Then, phosgene in a slight excess of the theroretical amount was blown through the reaction mixture over 2 hours while maintaining the internal temperature at 115°-120° C. At this time, any unreacted phosgene escaping from the reaction system was trapped in a dry ice trap and returned to the reactor. After addi... Procedure details: Following the general procedure III as described above, the alkylation of 5-bromo-1′-[(6-chloro-1H-indol-3-yl)carbonyl]-3H-spiro[2-benzofuran-1,4′-piperidin]-3-one with commercially available 2-chloro-1-(3-fluoro-phenyl)-ethanone gave the title compound. Yields the product BrC1=CC2=C(C=C1)C1(CCN(CC1)C(=O)C1=CN(C3=CC(=CC=C13)Cl)CC(=O)C1=CC(=CC=C1)F)OC2=O (5-Bromo-1′-({6-chloro-1-[2-(3-fluorophenyl)-2-oxoethyl]-1H-indol-3-yl}carbonyl)-3H-spiro[2-benzofuran-1,4′-piperidin]-3-one). The reactants are BrC1=CC2=C(C=C1)C1(CCN(CC1)C(=O)C1=CNC3=CC(=CC=C13)Cl)OC2=O (5-bromo-1′-[(6-chloro-1H-indol-3-yl)carbonyl]-3H-spiro[2-benzofuran-1,4′-piperidin]-3-one), ClCC(=O)C1=CC(=CC=C1)F (2-chloro-1-(3-fluoro-phenyl)-ethanone). As a reaction SMILES: [Br:1][C:2]1[CH:7]=[CH:6][C:5]2[C:8]3([O:26][C:27](=[O:28])[C:4]=2[CH:3]=1)[CH2:13][CH2:12][N:11]([C:14]([C:16]1[C:24]2[C:19](=[CH:20][C:21]([Cl:25])=[CH:22][CH:23]=2)[NH:18][CH:17]=1)=[O:15])[CH2:10][CH2:9]3.Cl[CH2:30][C:31]([C:33]1[CH:38]=[CH:37][CH:36]=[C:35]([F:39])[CH:34]=1)=[O:32]>>[Br:1][C:2]1[CH:7]=[CH:6][C:5]2[C:8]3([O:26][C:27](=[O:28])[C:4]=2[CH:3]=1)[CH2:9][CH2:10][N:11]([C:14]([C:16]1[C:24]2[C:19](=[CH:20][C:21]([Cl:25])=[CH:22][CH:23]=2)[N:18]([CH2:30][C:31]([C:33]2[CH:38]=[CH:37][CH:36]=[C:35]([F:39])[CH:34]=2)=[O:32])[CH:17]=1)=[O:15])[CH2:12][CH2:13]3. Reactants: NC1COC2=C(C1)C=CC=C2 (3,4-dihydro-3-amino-2H-benzopyran), CC(C)C1=C(C(=CC=C1)C(C)C)N=C=O (2,6-bis(1-methylethyl)phenyl isocyanate). The solvent is C(C)(=O)OCC (ethyl acetate). Product: CC(C)C1=C(C(=CC=C1)C(C)C)NC(=O)NC1COC2=C(C1)C=CC=C2 (N-[2,6-bis(1-methylethyl) phenyl]-N'-(3,4-dihydro-2H-1-benzopyran-3-yl) urea). Isolated yield 59.1%. RXN SMILES: [NH2:1][CH:2]1[CH2:7][C:6]2[CH:8]=[CH:9][CH:10]=[CH:11][C:5]=2[O:4][CH2:3]1.[CH3:12][CH:13]([C:15]1[CH:20]=[CH:19][CH:18]=[C:17]([CH:21]([CH3:23])[CH3:22])[C:16]=1[N:24]=[C:25]=[O:26])[CH3:14]>C(OCC)(=O)C>[CH3:14][CH:13]([C:15]1[CH:20]=[CH:19][CH:18]=[C:17]([CH:21]([CH3:22])[CH3:23])[C:16]=1[NH:24][C:25]([NH:1][CH:2]1[CH2:7][C:6]2[CH:8]=[CH:9][CH:10]=[CH:11][C:5]=2[O:4][CH2:3]1)=[O:26])[CH3:12]. Procedure details: To a solution of 3,4-dihydro-3-amino-2H-benzopyran (0.9 g, 6 mmole) in 50 ml of ethyl acetate, there was added 1.22 g (6 mmol) of 2,6-bis(1-methylethyl)phenyl isocyanate. The resulting mixture was stirred at room temperature for twenty hours. The solvent was removed under vacuum and the residue was suspended in 20% ethyl acetate/hexane. The precipitated solid was collected by filtration and dried to yield 1.25 g of N-[2,6-bis(1-methylethyl) phenyl]-N'-(3,4-dihydro-2H-1-benzopyran-3-yl) urea, mp ...